Dataset: the Open Reaction Database (ORD), a public repository of structured organic reaction records. Task: describe an organic reaction: reactants, conditions, products, and yield Starting materials: solution, [C-]#N.[Na+] (sodium cyanide), O (water), C(C1=CC=CC=C1)OC=1C(=NN(C1C(=O)OCC)C)C (ethyl 4-benzyloxy-1,3- dimethylpyrazol-5-carboxylate), [H-].[Al+3].[Li+].[H-].[H-].[H-] (lithium aluminium hydride), O (water). The solvent is O1CCCC1 (THF), O1CCCC1 (tetrahydrofuran). Run at time 1 hour. Yields the product C(C1=CC=CC=C1)OC=1C(=NN(C1CC#N)C)C ((4-benzyloxy-1,3- dimethylpyrazol-5-yl) acetonitrile). Isolated yield 75.0%. RXN SMILES: [CH2:1]([O:8][C:9]1[C:10]([CH3:20])=[N:11][N:12]([CH3:19])[C:13]=1[C:14](OCC)=O)[C:2]1[CH:7]=[CH:6][CH:5]=[CH:4][CH:3]=1.[H-].[Al+3].[Li+].[H-].[H-].[H-].O.[C-:28]#[N:29].[Na+]>O1CCCC1>[CH2:1]([O:8][C:9]1[C:10]([CH3:20])=[N:11][N:12]([CH3:19])[C:13]=1[CH2:14][C:28]#[N:29])[C:2]1[CH:3]=[CH:4][CH:5]=[CH:6][CH:7]=1 |f:1.2.3.4.5.6,8.9|. Reported procedure: To a 15 ml solution of ethyl 4-benzyloxy-1,3- dimethylpyrazol-5-carboxylate (2.5 g, 9.1 mmol) in anhydrous tetrahydrofuran (hereinafter, referred to as THF) was added lithium aluminium hydride (0.2 g, 5.3 mmol) under ice-cooling. After stirring at room temperature for one hour, the reaction mixture was poured into water. The mixture was extracted with ethyl acetate, and the extract was successively washed with water and saturated brine, dried over anhydrous sodium sulfate and concentrated in vac...